Dataset: the Open Reaction Database (ORD), a public repository of structured organic reaction records. Task: describe an organic reaction: reactants, conditions, products, and yield The reactants are CCOC(C)=O, CI, [K+], [K+], O=C([O-])[O-], CN(C)C=O, O=C(O)COc1cccc(CCCn2cc(C(c3ccccc3)c3ccccc3)ccc2=O)c1. Yields the product COC(=O)COc1cccc(CCCn2cc(C(c3ccccc3)c3ccccc3)ccc2=O)c1. RXN SMILES: [CH3:48][CH2:49][O:50][C:51]([CH3:52])=[O:53].[I:41][CH3:42].[K+:35].[K+:36].[O-:37][C:38]([O-:39])=[O:40].[O:43]=[CH:44][N:45]([CH3:46])[CH3:47].[c:1]1([CH:7]([c:8]2[cH:9][cH:10][c:11](=[O:28])[n:12]([CH2:14][CH2:15][CH2:16][c:17]3[cH:18][c:19]([O:20][CH2:21][C:22](=[O:23])[OH:24])[cH:25][cH:26][cH:27]3)[cH:13]2)[c:29]2[cH:30][cH:31][cH:32][cH:33][cH:34]2)[cH:2][cH:3][cH:4][cH:5][cH:6]1>>[c:1]1([CH:7]([c:8]2[cH:9][cH:10][c:11](=[O:28])[n:12]([CH2:14][CH2:15][CH2:16][c:17]3[cH:18][c:19]([O:20][CH2:21][C:22](=[O:23])[O:24][CH3:38])[cH:25][cH:26][cH:27]3)[cH:13]2)[c:29]2[cH:30][cH:31][cH:32][cH:33][cH:34]2)[cH:2][cH:3][cH:4][cH:5][cH:6]1. Reaction SMILES: [Br-].[CH2:2]([O:9][C:10]1[CH:11]=[C:12]2[C:17](=[CH:18][CH:19]=1)[CH:16]=[C:15]([CH2:20][P+](C1C=CC=CC=1)(C1C=CC=CC=1)C1C=CC=CC=1)[CH:14]=[CH:13]2)[C:3]1[CH:8]=[CH:7][CH:6]=[CH:5][CH:4]=1.[CH2:40]([CH:45]1[CH2:50][CH2:49][CH:48]([CH:51]=O)[CH2:47][CH2:46]1)[CH2:41][CH2:42][CH2:43][CH3:44].CC(C)([O-])C.[K+]>COC(C)(C)C>[CH2:2]([O:9][C:10]1[CH:19]=[CH:18][C:17]2[C:12](=[CH:13][CH:14]=[C:15]([CH:20]=[CH:51][CH:48]3[CH2:47][CH2:46][CH:45]([CH2:40][CH2:41][CH2:42][CH2:43][CH3:44])[CH2:50][CH2:49]3)[CH:16]=2)[CH:11]=1)[C:3]1[CH:4]=[CH:5][CH:6]=[CH:7][CH:8]=1 |f:0.1,3.4|. The solvent is COC(C)(C)C (tert-butyl methyl ether). The yield is 74.0%. Yields the product C(C1=CC=CC=C1)OC1=CC2=CC=C(C=C2C=C1)C=CC1CCC(CC1)CCCCC (2-benzyloxy-6-[2-(4-pentyl-cyclohexyl)-vinyl]-naphthalene). Reported procedure: The solution of (6-benzyloxy-naphthalen-2-ylmethyl)-triphenyl-phosphonium bromide (19) (1 equi.), 4-pentyl-cyclohexanecarboxaldehyde (22), and potassium tert-butoxide (1.3 equi.) in tert-butyl methyl ether (6 mL/mmole) was stirred at room temperature for 24 h, then quenched with water, extracted with diethyl ether, washed with brine, dried over MgSO4, and concentrated in vacuo. Purification by chromatography on silica gel (1.25% EtOAc/hexane) afforded 2-benzyloxy-6-[2-(4-pentyl-cyclohexyl)-vinyl... Reactants: [Br-].C(C1=CC=CC=C1)OC=1C=C2C=CC(=CC2=CC1)C[P+](C1=CC=CC=C1)(C1=CC=CC=C1)C1=CC=CC=C1 ((6-Benzyloxynaphthalen-2-ylmethyl)-triphenyl-phosphonium Bromide), C(CCCC)C1CCC(CC1)C=O (4-Pentyl-cyclohexanecarboxaldehyde), CC(C)([O-])C.[K+] (potassium tert-butoxide). Reactants: ClC1=CC(=C(OC2=CC(=C(C=C2F)S(=O)(=O)N(C2=NC=NS2)CC2=C(C=C(C=C2)OC)OC)F)C=C1)C1=CN(C(C=2N1C=NC2)=O)CC2=CC=C(C=C2)OC (4-(4-chloro-2-(7-(4-methoxybenzyl)-8-oxo-7,8-dihydroimidazo[1,5-a]pyrazin-5-yl)phenoxy)-N-(2,4-dimethoxybenzyl)-2,5-difluoro-N-(1,2,4-thiadiazol-5-yl)benzenesulfonamide), C1(=CC=CC=C1)OC (anisole), FC(S(=O)(=O)O)(F)F (trifluoromethanesulfonic acid). The solvent is FC(C(=O)O)(F)F (trifluoroacetic acid). Reaction conditions: time 16 hour. Yields the product ClC1=CC(=C(OC2=CC(=C(C=C2F)S(=O)(=O)NC2=NC=NS2)F)C=C1)C1=CNC(C=2N1C=NC2)=O (4-(4-chloro-2-(8-oxo-7,8-dihydroimidazo[1,5-a]pyrazin-5-yl)phenoxy)-2,5-difluoro-N-(1,2,4-thiadiazol-5-yl)benzenesulfonamide). The yield is 77.0%. As a reaction SMILES: [Cl:1][C:2]1[CH:36]=[CH:35][C:5]([O:6][C:7]2[C:12]([F:13])=[CH:11][C:10]([S:14]([N:17](CC3C=CC(OC)=CC=3OC)[C:18]3[S:22][N:21]=[CH:20][N:19]=3)(=[O:16])=[O:15])=[C:9]([F:34])[CH:8]=2)=[C:4]([C:37]2[N:42]3[CH:43]=[N:44][CH:45]=[C:41]3[C:40](=[O:46])[N:39](CC3C=CC(OC)=CC=3)[CH:38]=2)[CH:3]=1.C1(OC)C=CC=CC=1.FC(F)(F)S(O)(=O)=O>FC(F)(F)C(O)=O>[Cl:1][C:2]1[CH:36]=[CH:35][C:5]([O:6][C:7]2[C:12]([F:13])=[CH:11][C:10]([S:14]([NH:17][C:18]3[S:22][N:21]=[CH:20][N:19]=3)(=[O:15])=[O:16])=[C:9]([F:34])[CH:8]=2)=[C:4]([C:37]2[N:42]3[CH:43]=[N:44][CH:45]=[C:41]3[C:40](=[O:46])[NH:39][CH:38]=2)[CH:3]=1. Reported procedure: To a solution of 4-(4-chloro-2-(7-(4-methoxybenzyl)-8-oxo-7,8-dihydroimidazo[1,5-a]pyrazin-5-yl)phenoxy)-N-(2,4-dimethoxybenzyl)-2,5-difluoro-N-(1,2,4-thiadiazol-5-yl)benzenesulfonamide (0.20 g, 0.25 mmol) and anisole (0.54 mL, 5.0 mmol) in trifluoroacetic acid (2 mL) at 0° C. was added trifluoromethanesulfonic acid (0.22 mL, 2.5 mmol). The reaction mixture was allowed to warm to ambient temperature, stirred for 16 h and concentrated in vacuo. The residue was partitioned between dichloromethane ... Starting materials: FC1=C(C=CC(=C1)[N+](=O)[O-])CCCC#N (4-(2-fluoro-4-nitrophenyl)butanenitrile), [NH4+].[Cl-] (NH4Cl). The reagents and catalysts are [Fe] (iron). The solvent is O (water), CO (CH3OH). Conditions: temperature 90 celsius, time 1 hour. Yields the product NC1=CC(=C(C=C1)CCCC#N)F (4-(4-amino-2-fluorophenyl)butanenitrile). The yield is 95.3%. RXN SMILES: [F:1][C:2]1[CH:7]=[C:6]([N+:8]([O-])=O)[CH:5]=[CH:4][C:3]=1[CH2:11][CH2:12][CH2:13][C:14]#[N:15].[NH4+].[Cl-]>O.CO.[Fe]>[NH2:8][C:6]1[CH:5]=[CH:4][C:3]([CH2:11][CH2:12][CH2:13][C:14]#[N:15])=[C:2]([F:1])[CH:7]=1 |f:1.2|. Reported procedure: A mixture of compound 67 (1.32 g, 6.3 mmol), NH4Cl (5.08 g, 95 mmol) and iron powder (3.52 g, 63 mmol) in water (30 mL) and CH3OH (50 mL) was stirred at 90° C. for 1 h. After cooling, the reaction mixture was filtered and the solid was washed by DCM. The filtrates were separated, the organic layer was washed with brine, dried over Na2SO4 and concentrated to dryness to give compound 68 (1.07 g, 96%) as a light yellow oil. 1H NMR (400 MHz, CDCl3) δ6.88-6.97 (m, 1H), 6.30-6.44 (m, 1H), 3.65 (br s, ... Reactants: OCC1CCCO1, COCCOC, CC(C)(C)[O-], Nc1nc(Cl)nc2c1ncn2C1CCCCO1, [Na+]. The product is Nc1nc(OCC2CCCO2)nc2c1ncn2C1CCCCO1. RXN SMILES: [CH2:1]([CH:2]1[CH2:3][CH2:4][CH2:5][O:6]1)[OH:7].[CH3:31][O:32][CH2:33][CH2:34][O:35][CH3:36].[CH3:8][C:9]([CH3:10])([O-:11])[CH3:12].[Cl:14][c:15]1[n:16][c:17]([NH2:30])[c:18]2[n:19][cH:20][n:21]([CH:24]3[O:25][CH2:26][CH2:27][CH2:28][CH2:29]3)[c:22]2[n:23]1.[Na+:13]>>[CH2:1]([CH:2]1[CH2:3][CH2:4][CH2:5][O:6]1)[O:7][c:15]1[n:16][c:17]([NH2:30])[c:18]2[n:19][cH:20][n:21]([CH:24]3[O:25][CH2:26][CH2:27][CH2:28][CH2:29]3)[c:22]2[n:23]1.